Dataset: the Open Reaction Database (ORD), a public repository of structured organic reaction records. Task: describe an organic reaction: reactants, conditions, products, and yield Starting materials: ClC=1N=CC(=NC1)C(=O)NC=1NN=C(C1)OCC1=CC(=CC(=C1)OC)OC (5-Chloro-N-[5-[(3,5-dimethoxyphenyl)methoxy]-2H-pyrazol-3-yl]pyrazine-2-carboxamide), C1C2N(CCN1)CCC2 (1,2,3,4,6,7,8,8a-octahydropyrrolo[1,2-a]pyrazine). Run in CS(=O)C (dimethylsulfoxide). Conditions: temperature 100 celsius, time 18 hour. The product is C1N(CCN2C1CCC2)C=2N=CC(=NC2)C(=O)NC=2NN=C(C2)OCC2=CC(=CC(=C2)OC)OC (5-(3,4,6,7,8,8a-Hexahydro-1H-pyrrolo[2,1-c]pyrazin-2-yl)-N-[5-[(3,5-dimethoxyphenyl)methoxy]-2H-pyrazol-3-yl]pyrazine-2-carboxamide). Yield: 37.4%. Reaction SMILES: Cl[C:2]1[N:3]=[CH:4][C:5]([C:8]([NH:10][C:11]2[NH:12][N:13]=[C:14]([O:16][CH2:17][C:18]3[CH:23]=[C:22]([O:24][CH3:25])[CH:21]=[C:20]([O:26][CH3:27])[CH:19]=3)[CH:15]=2)=[O:9])=[N:6][CH:7]=1.[CH2:28]1[NH:33][CH2:32][CH2:31][N:30]2[CH2:34][CH2:35][CH2:36][CH:29]12>CS(C)=O>[CH2:28]1[CH:29]2[CH2:36][CH2:35][CH2:34][N:30]2[CH2:31][CH2:32][N:33]1[C:2]1[N:3]=[CH:4][C:5]([C:8]([NH:10][C:11]2[NH:12][N:13]=[C:14]([O:16][CH2:17][C:18]3[CH:23]=[C:22]([O:24][CH3:25])[CH:21]=[C:20]([O:26][CH3:27])[CH:19]=3)[CH:15]=2)=[O:9])=[N:6][CH:7]=1. Reported procedure: 5-Chloro-N-[5-[(3,5-dimethoxyphenyl)methoxy]-2H-pyrazol-3-yl]pyrazine-2-carboxamide (585 mg, 1.50 mmol) was added in one portion to 1,2,3,4,6,7,8,8a-octahydropyrrolo[1,2-a]pyrazine (379 mg, 3.00 mmol) in anhydrous dimethylsulfoxide (1.50 ml) at 25° C. The resulting solution was stirred at 100° C. for 18 h. The residue was purified by ion exchange chromatography, using an SCX column. The desired product was eluted from the column using 7M NH3/MeOH to afford impure material. The concentrated eluen... Reactants: C(C)(C)(C)OC(N[C@H]1[C@H](OC2=C(N(C1=O)CCN1CCOCC1)C=C(C=C2)F)C)=O ([(6R,7S)-2-fluoro-6-methyl-9-(2-morpholin-4-yl-ethyl)-8-oxo-6,7,8,9-tetrahydro-5-oxa-9-aza-benzocyclohepten-7-yl]-carbamic acid tert-butyl ester), N[C@H]1[C@H](OC2=C(N(C1=O)CCN1CCOCC1)C=C(C=C2)F)C ((6R,7S)-7-amino-2-fluoro-6-methyl-9-(2-morpholin-4-yl-ethyl)-6,7-dihydro-9H-5-oxa-9-aza-benzocyclohepten-8-one), CC(C(=O)O)(C(=O)NCC(C(F)(F)F)(F)F)C (2,2-dimethyl-N-(2,2,3,3,3-pentafluoro-propyl)-malonamic acid). Product: FC=1C=CC2=C(N(C([C@H]([C@H](O2)C)NC(C(C(=O)NCC(C(F)(F)F)(F)F)(C)C)=O)=O)CCN2CCOCC2)C1 (N-[(6R,7S)-2-fluoro-6-methyl-9-(2-morpholin-4-yl-ethyl)-8-oxo-6,7,8,9-tetrahydro-5-oxa-9-aza-benzocyclohepten-7-yl]-2,2-dimethyl-N′-(2,2,3,3,3-pentafluoro-propyl)-malonamide). As a reaction SMILES: C(O[C:6](=[O:30])[NH:7][C@@H:8]1[C:14](=[O:15])[N:13]([CH2:16][CH2:17][N:18]2[CH2:23][CH2:22][O:21][CH2:20][CH2:19]2)[C:12]2[CH:24]=[C:25]([F:28])[CH:26]=[CH:27][C:11]=2[O:10][C@@H:9]1[CH3:29])(C)(C)C.N[C@@H]1C(=O)N(CCN2CCOCC2)C2C=C(F)C=CC=2O[C@@H]1C.[CH3:54][C:55](C)([C:59]([NH:61][CH2:62][C:63]([F:69])([F:68])[C:64]([F:67])([F:66])[F:65])=[O:60])[C:56](O)=O>>[F:28][C:25]1[CH:26]=[CH:27][C:11]2[O:10][C@H:9]([CH3:29])[C@H:8]([NH:7][C:6](=[O:30])[C:55]([CH3:56])([CH3:54])[C:59]([NH:61][CH2:62][C:63]([F:68])([F:69])[C:64]([F:67])([F:65])[F:66])=[O:60])[C:14](=[O:15])[N:13]([CH2:16][CH2:17][N:18]3[CH2:23][CH2:22][O:21][CH2:20][CH2:19]3)[C:12]=2[CH:24]=1. Reported procedure: [(6R,7S)-2-fluoro-6-methyl-9-(2-morpholin-4-yl-ethyl)-8-oxo-6,7,8,9-tetrahydro-5-oxa-9-aza-benzocyclohepten-7-yl]-carbamic acid tert-butyl ester was deprotected according to the procedure in example 42b. The resulting (6R,7S)-7-amino-2-fluoro-6-methyl-9-(2-morpholin-4-yl-ethyl)-6,7-dihydro-9H-5-oxa-9-aza-benzocyclohepten-8-one was reacted with 2,2-dimethyl-N-(2,2,3,3,3-pentafluoro-propyl)-malonamic acid in analogy to the procedure described in example 2b to yield N-[(6R,7S)-2-fluoro-6-methyl-9-(... Starting materials: C1(=CC=CC=C1)C(C1=CC=CC=C1)(C1=CC=CC=C1)Cl (triphenylmethyl chloride), N[C@@H]1C(N[C@H]1OCCCC(=O)OC)=O.COC(=O)CCCO[C@H]1[C@@H](C(N1)=O)NC(C1=CC=CC=C1)(C1=CC=CC=C1)C1=CC=CC=C1 ((3S,4S)-4-[3-(Methoxycarbonyl)propoxy]-3-(triphenylmethylamino)azetidin-2-one (3S,4S)-3-Amino-4-[3-(methoxycarbonyl)propoxy]azetidin-2-one), C(C)(C)N(CC)C(C)C (diisopropylethylamine). Solvent: O (water), ClCCl (dichloromethane). Run at time 5 hour. Product: COC(=O)CCCO[C@H]1[C@@H](C(N1)=O)NC(C1=CC=CC=C1)(C1=CC=CC=C1)C1=CC=CC=C1 ((3S,4S)-4-[3-(Methoxycarbonyl)propoxy]-3-(triphenylmethylamino)azetidin-2-one). Isolated yield 10.6%. Reaction SMILES: N[C@H]1[C@H](OCCCC(OC)=O)NC1=O.[CH3:15][O:16][C:17]([CH2:19][CH2:20][CH2:21][O:22][C@@H:23]1[NH:26][C:25](=[O:27])[C@H:24]1[NH:28][C:29]([C:42]1[CH:47]=[CH:46][CH:45]=[CH:44][CH:43]=1)([C:36]1[CH:41]=[CH:40][CH:39]=[CH:38][CH:37]=1)[C:30]1[CH:35]=[CH:34][CH:33]=[CH:32][CH:31]=1)=[O:18].C1(C(Cl)(C2C=CC=CC=2)C2C=CC=CC=2)C=CC=CC=1.C(N(C(C)C)CC)(C)C>ClCCl.O>[CH3:15][O:16][C:17]([CH2:19][CH2:20][CH2:21][O:22][C@@H:23]1[NH:26][C:25](=[O:27])[C@H:24]1[NH:28][C:29]([C:42]1[CH:47]=[CH:46][CH:45]=[CH:44][CH:43]=1)([C:36]1[CH:37]=[CH:38][CH:39]=[CH:40][CH:41]=1)[C:30]1[CH:35]=[CH:34][CH:33]=[CH:32][CH:31]=1)=[O:18] |f:0.1|. Procedure details: (3S,4S)-4-[3-(Methoxycarbonyl)propoxy]-3-(triphenylmethylamino)azetidin-2-one (3S,4S)-3-Amino-4-[3-(methoxycarbonyl)propoxy]azetidin-2-one (30 mg, 0.148 mmol) was dissolved in dry dichloromethane (2 mL) and treated with triphenylmethyl chloride (41 mg, 0.148 mmol) followed by diisopropylethylamine (19 mg, 0.148 mmol). The solution was stirred at RT under argon for 5 h, diluted with water and extracted with dichloromethane. The organic phases were combined, washed with water and brine, dried (mag... Starting materials: Br, O=C1c2ccc(O)c(O)c2CCC1NC1CCCCC1, O. Yields the product Br, Oc1ccc2c(c1O)CCC(NC1CCCCC1)C2O. RXN SMILES: [BrH:1].[CH:2]1([NH:8][CH:9]2[C:10](=[O:21])[c:11]3[cH:12][cH:13][c:14]([OH:20])[c:15]([OH:19])[c:16]3[CH2:17][CH2:18]2)[CH2:3][CH2:4][CH2:5][CH2:6][CH2:7]1.[OH2:22]>>[BrH:1].[CH:2]1([NH:8][CH:9]2[CH:10]([OH:21])[c:11]3[cH:12][cH:13][c:14]([OH:20])[c:15]([OH:19])[c:16]3[CH2:17][CH2:18]2)[CH2:3][CH2:4][CH2:5][CH2:6][CH2:7]1. The reactants are Cc1ccccc1, CO, C[Si](C)(C)C=[N+]=[N-], CCCCCC, O=C(Nc1cc2ccccc2cn1)c1ccccc1NCc1cc[nH]c(=O)c1. Product: Cn1ccc(CNc2ccccc2C(=O)Nc2cc3ccccc3cn2)cc1=O. As a reaction SMILES: [CH3:29][c:30]1[cH:31][cH:32][cH:33][cH:34][cH:35]1.[CH3:36][OH:37].[CH3:38][Si:39]([CH:40]=[N+:41]=[N-:42])([CH3:43])[CH3:44].[CH3:45][CH2:46][CH2:47][CH2:48][CH2:49][CH3:50].[O:1]=[c:2]1[nH:3][cH:4][cH:5][c:6]([CH2:8][NH:9][c:10]2[c:11]([C:12](=[O:13])[NH:14][c:15]3[n:16][cH:17][c:18]4[cH:19][cH:20][cH:21][cH:22][c:23]4[cH:24]3)[cH:25][cH:26][cH:27][cH:28]2)[cH:7]1>>[O:1]=[c:2]1[n:3]([CH3:29])[cH:4][cH:5][c:6]([CH2:8][NH:9][c:10]2[c:11]([C:12](=[O:13])[NH:14][c:15]3[n:16][cH:17][c:18]4[cH:19][cH:20][cH:21][cH:22][c:23]4[cH:24]3)[cH:25][cH:26][cH:27][cH:28]2)[cH:7]1. The reactants are CC(C)(C)OC(=O)N1CCc2ccc(Cl)c(C#Cc3nccs3)c2CC1, CC(=O)O, CCO. Yields the product CC(C)(C)OC(=O)N1CCc2ccc(Cl)c(CCc3nccs3)c2CC1. As a reaction SMILES: [C:1]([CH3:2])([CH3:3])([CH3:4])[O:5][C:6](=[O:7])[N:8]1[CH2:9][CH2:10][c:11]2[c:12]([c:15]([C:20]#[C:21][c:22]3[s:23][cH:24][cH:25][n:26]3)[c:16]([Cl:19])[cH:17][cH:18]2)[CH2:13][CH2:14]1.[CH3:27][C:28](=[O:29])[OH:30].[CH3:31][CH2:32][OH:33]>>[C:1]([CH3:2])([CH3:3])([CH3:4])[O:5][C:6](=[O:7])[N:8]1[CH2:9][CH2:10][c:11]2[c:12]([c:15]([CH2:20][CH2:21][c:22]3[s:23][cH:24][cH:25][n:26]3)[c:16]([Cl:19])[cH:17][cH:18]2)[CH2:13][CH2:14]1. Starting materials: [Li+].C[Si](C)(C)[N-][Si](C)(C)C (LiHMDS), CSC1=NC=CC(N1)=O (2-(methylthio)pyrimidin-4(3H)-one), CI (methyl iodide). Run in CN(C)C=O (DMF). Conditions: time 8 hour. Yields the product CN1C(=NC=CC1=O)SC (3-methyl-2-(methylthio)pyrimidin-4(3H)-one). The yield is 62.2%. RXN SMILES: [CH3:1][S:2][C:3]1[NH:8][C:7](=[O:9])[CH:6]=[CH:5][N:4]=1.[Li+].[CH3:11][Si]([N-][Si](C)(C)C)(C)C.CI>CN(C=O)C>[CH3:11][N:8]1[C:7](=[O:9])[CH:6]=[CH:5][N:4]=[C:3]1[S:2][CH3:1] |f:1.2|. Procedure: A 0° C. suspension of 2-(methylthio)pyrimidin-4(3H)-one (2.0 g, 14.1 mmol) in DMF (40 mL) was treated with solid LiHMDS (3.06 g, 18.3 mmol), followed by methyl iodide (1.14 mL, 18.3 mmol), warmed to RT and stirred overnight. The mixture was quenched with water, extracted with EtOAc (3×) and the combined organics were dried over Na2SO4, concentrated to dryness and purified via silica gel chromatography (EtOAc/Hex) to afford 3-methyl-2-(methylthio)pyrimidin-4(3H)-one (1.37 g, 62%). 1H NMR (400 MHz... The reactants are O=C1c2ccccc2C(=O)N1CCCBr, CC(=O)CC(C)C, [I-], [Na+], [Na+], [Na+], O=C([O-])[O-], c1ccc(C(c2ccccc2)C2CCNCC2)cc1. The product is O=C1c2ccccc2C(=O)N1CCCN1CCC(C(c2ccccc2)c2ccccc2)CC1. RXN SMILES: [Br:20][CH2:21][CH2:22][CH2:23][N:24]1[C:25](=[O:34])[c:26]2[c:27]([cH:30][cH:31][cH:32][cH:33]2)[C:28]1=[O:29].[CH2:43]([C:44]([CH3:45])=[O:46])[CH:47]([CH3:48])[CH3:49].[I-:42].[Na+:35].[Na+:36].[Na+:41].[O-:37][C:38](=[O:39])[O-:40].[c:1]1([CH:7]([CH:8]2[CH2:9][CH2:10][NH:11][CH2:12][CH2:13]2)[c:14]2[cH:15][cH:16][cH:17][cH:18][cH:19]2)[cH:2][cH:3][cH:4][cH:5][cH:6]1>>[c:1]1([CH:7]([CH:8]2[CH2:9][CH2:10][N:11]([CH2:21][CH2:22][CH2:23][N:24]3[C:25](=[O:34])[c:26]4[c:27]([cH:30][cH:31][cH:32][cH:33]4)[C:28]3=[O:29])[CH2:12][CH2:13]2)[c:14]2[cH:15][cH:16][cH:17][cH:18][cH:19]2)[cH:2][cH:3][cH:4][cH:5][cH:6]1.